Dataset: the Open Reaction Database (ORD), a public repository of structured organic reaction records. Task: describe an organic reaction: reactants, conditions, products, and yield The reactants are ClC1=NC=C(C(=N1)C1=CNC2=CC=CC=C12)Cl (3-(2,5-dichloropyrimidin-4-yl)-1H-indole), ClC=1C(=CC(=C(N)C1)OC)N1CCC(CC1)N1CCN(CC1)C (5-chloro-2-methoxy-4-(4-(4-methylpiperazin-1-yl)piperidin-1-yl)aniline), ClC1=NC=C(C(=N1)C1=CNC2=CC=CC=C12)Cl (3-(2,5-dichloropyrimidin-4-yl)-1H-indole), ClC=1C(=CC(=C(N)C1)OC)N1CCC(CC1)N1CCN(CC1)C (5-chloro-2-methoxy-4-(4-(4-methylpiperazin-1-yl)piperidin-1-yl)aniline). Yields the product ClC=1C(=NC(=NC1)NC1=C(C=C(C(=C1)Cl)N1CCC(CC1)N1CCN(CC1)C)OC)C1=CNC2=CC=CC=C12 (5-chloro-N-[5-chloro-2-methoxy-4-[4-(4-methylpiperazin-1-yl)-1-piperidyl]phenyl]-4-(1H-indol-3-yl)pyrimidin-2-amine). As a reaction SMILES: Cl[C:2]1[N:7]=[C:6]([C:8]2[C:16]3[C:11](=[CH:12][CH:13]=[CH:14][CH:15]=3)[NH:10][CH:9]=2)[C:5]([Cl:17])=[CH:4][N:3]=1.[Cl:18][C:19]1[C:20]([N:28]2[CH2:33][CH2:32][CH:31]([N:34]3[CH2:39][CH2:38][N:37]([CH3:40])[CH2:36][CH2:35]3)[CH2:30][CH2:29]2)=[CH:21][C:22]([O:26][CH3:27])=[C:23]([CH:25]=1)[NH2:24]>>[Cl:17][C:5]1[C:6]([C:8]2[C:16]3[C:11](=[CH:12][CH:13]=[CH:14][CH:15]=3)[NH:10][CH:9]=2)=[N:7][C:2]([NH:24][C:23]2[CH:25]=[C:19]([Cl:18])[C:20]([N:28]3[CH2:29][CH2:30][CH:31]([N:34]4[CH2:35][CH2:36][N:37]([CH3:40])[CH2:38][CH2:39]4)[CH2:32][CH2:33]3)=[CH:21][C:22]=2[O:26][CH3:27])=[N:3][CH:4]=1. Reported procedure: Starting materials: 3-(2,5-dichloropyrimidin-4-yl)-1H-indole (INTERMEDIATE 2) and 5-chloro-2-methoxy-4-(4-(4-methylpiperazin-1-yl)piperidin-1-yl)aniline (INTERMEDIATE 55). Starting materials: C(CCC)C=1N(C(=CN1)C=O)CC1=CC=C(C(=O)OC)C=C1 (methyl 4-[(2-butyl-5-formyl-1H-imidazol-1-yl)methyl]benzoate), [Cl-].[NH4+] (ammonium chloride), C(CCC)N1C(NC(C1)=O)=O (1-Butyl-2,4-imidazolidinedione), C(C)(C)[N-]C(C)C.[Li+] (lithium diisopropylamide). The solvent is C1CCOC1 (THF), C1CCOC1 (THF). Conditions: temperature -78 celsius, time 20 minute. Yields the product C(CCC)C=1N(C(=CN1)C(O)C1N(C(NC1=O)=O)CCCC)CC1=CC=C(C(=O)OC)C=C1 (Methyl 4-[[2-Butyl-5-[(3-Butyl-2,5-Dioxo-4-Imidazolidinyl) Hydroxymethyl]-1H-Imidazol-1-yl]Methyl]Benzoate). As a reaction SMILES: [CH2:1]([N:5]1[CH2:9][C:8](=[O:10])[NH:7][C:6]1=[O:11])[CH2:2][CH2:3][CH3:4].C([N-]C(C)C)(C)C.[Li+].[CH2:20]([C:24]1[N:25]([CH2:31][C:32]2[CH:41]=[CH:40][C:35]([C:36]([O:38][CH3:39])=[O:37])=[CH:34][CH:33]=2)[C:26]([CH:29]=[O:30])=[CH:27][N:28]=1)[CH2:21][CH2:22][CH3:23].[Cl-].[NH4+]>C1COCC1>[CH2:20]([C:24]1[N:25]([CH2:31][C:32]2[CH:33]=[CH:34][C:35]([C:36]([O:38][CH3:39])=[O:37])=[CH:40][CH:41]=2)[C:26]([CH:29]([CH:9]2[C:8](=[O:10])[NH:7][C:6](=[O:11])[N:5]2[CH2:1][CH2:2][CH2:3][CH3:4])[OH:30])=[CH:27][N:28]=1)[CH2:21][CH2:22][CH3:23] |f:1.2,4.5|. Procedure: To a suspension of 1-Butyl-2,4-imidazolidinedione (0.600 g, 4.17 mmol) in THF (15ml) at -78° C. is added lithium diisopropylamide (2.1 equiv.). After stirring for 20 minutes a solution of methyl 4-[(2-butyl-5-formyl-1H-imidazol-1-yl)methyl]benzoate (1.250 g, 4.17 mmol) in THF (10 mL) is added dropwise over 10 minutes to form an orange solution. This solution is stirred for a further 20 minutes at -78° C. and is then added to aqueous ammonium chloride. This mixture is evaporated in vacuo and then...